From a dataset of the Open Reaction Database (ORD), a public repository of structured organic reaction records. describe an organic reaction: reactants, conditions, products, and yield Reactants: N1(CCNCC1)C1=CC(NC=N1)=O (6-piperazin-1-yl-3H-pyrimidin-4-one), N1(CCNCC1)C1=CC(NC=N1)=O (6-piperazin-1-yl-3H-pyrimidin-4-one), [N+](=O)([O-])C=1C=C(C=O)C=CC1 (3-nitrobenzaldehyde). Yields the product [N+](=O)([O-])C=1C=C(CN2CCN(CC2)C2=CC(NC=N2)=O)C=CC1 (6-[4-(3-Nitro-benzyl)-piperazin-1-yl]-3H-pyrimidin-4-one). RXN SMILES: [N:1]1([C:7]2[N:12]=[CH:11][NH:10][C:9](=[O:13])[CH:8]=2)[CH2:6][CH2:5][NH:4][CH2:3][CH2:2]1.[N+:14]([C:17]1[CH:18]=[C:19]([CH:22]=[CH:23][CH:24]=1)[CH:20]=O)([O-:16])=[O:15]>>[N+:14]([C:17]1[CH:18]=[C:19]([CH:22]=[CH:23][CH:24]=1)[CH2:20][N:4]1[CH2:5][CH2:6][N:1]([C:7]2[N:12]=[CH:11][NH:10][C:9](=[O:13])[CH:8]=2)[CH2:2][CH2:3]1)([O-:16])=[O:15]. Procedure: 6-[4-(3-Nitro-benzyl)-piperazin-1-yl]-3H-pyrimidin-4-one was prepared using Procedure A from 6-piperazin-1-yl-3H-pyrimidin-4-one (Intermediate 4) and 3-nitrobenzaldehyde. Mass spectrum (ES) MH+=316. Starting materials: C(C)(C)(C)OC(\C=C\C1=CC2=C(NC(CN(C2)CCN2CCOCC2)=O)N=C1)=O ((E)-3-[4-(2-morpholin-4-yl-ethyl)-2-oxo-2,3,4,5-tetrahydro-1H-pyrido[2,3-e][1,4]diazepin-7-yl]acrylic acid tert-butyl ester), C(=O)(C(F)(F)F)O (TFA), C(Cl)Cl (CH2Cl2). Run at time 30 minute. Product: Cl.N1(CCOCC1)CCN1CC(NC2=C(C1)C=C(C=N2)/C=C/C(=O)O)=O ((E)-3-[4-(2-Morpholin-4-yl-ethyl)-2-oxo-2,3,4,5-tetrahydro-1H-pyrido[2,3-e][1,4]diazepin-7-yl]acrylic acid hydrochloride). Yield: 96.0%. RXN SMILES: C([O:5][C:6](=[O:29])/[CH:7]=[CH:8]/[C:9]1[CH:28]=[N:27][C:12]2[NH:13][C:14](=[O:26])[CH2:15][N:16]([CH2:18][CH2:19][N:20]3[CH2:25][CH2:24][O:23][CH2:22][CH2:21]3)[CH2:17][C:11]=2[CH:10]=1)(C)(C)C.C(O)(C(F)(F)F)=O.C(Cl)[Cl:38]>>[ClH:38].[N:20]1([CH2:19][CH2:18][N:16]2[CH2:17][C:11]3[CH:10]=[C:9](/[CH:8]=[CH:7]/[C:6]([OH:29])=[O:5])[CH:28]=[N:27][C:12]=3[NH:13][C:14](=[O:26])[CH2:15]2)[CH2:25][CH2:24][O:23][CH2:22][CH2:21]1 |f:3.4|. Reported procedure: A solution of (E)-3-[4-(2-morpholin-4-yl-ethyl)-2-oxo-2,3,4,5-tetrahydro-1H-pyrido[2,3-e][1,4]diazepin-7-yl]acrylic acid tert-butyl ester (92 mg, 0.23 mmol) in CH2Cl2 (2 mL) was treated with TFA (2 mL). After stirring at room temperature for 30 min, the clear tan solution was concentrated in vacuo. The resulting oil was treated with anhydrous HCl (4 mL of a 4.0 M solution in dioxane, 16 mmol) and then sonicated for 15 min. The mixture was diluted with Et2O and sonicated for 10 min. The solid was... Reported procedure: A mixture of 1.25 g. (0.0033 mole) of 3-(3-carboxy-4-hydroxyphenyl)-4,5-dihydro-2-phenylbenz[e]indole, 1 ml. of acetic anhydride, 10 ml. of glacial acetic acid, and 0.1 g. of p-toluenesulfonic acid was stirred at room termperature under nitrogen for 6 days. The solid which separated was collected, washed with acetic acid and petroleum ether, dried and recrystallized from methanol to provide 0.23 g (16%) of 3-(4-acetoxy-3-carboxyphenyl)-1-acetyl-4,5-dihydro-2-phenylbenz[e]indole. Concentration of... Reactants: C(=O)(O)C=1C=C(C=CC1O)N1C(=CC=2C3=C(CCC12)C=CC=C3)C3=CC=CC=C3 (3-(3-carboxy-4-hydroxyphenyl)-4,5-dihydro-2-phenylbenz[e]indole), C(C)(=O)O (acetic acid), C(C)(=O)OC(C)=O (acetic anhydride), C1(=CC=C(C=C1)S(=O)(=O)O)C (p-toluenesulfonic acid). Yields the product C(C)(=O)OC1=C(C=C(C=C1)N1C(=C(C=2C3=C(CCC12)C=CC=C3)C(C)=O)C3=CC=CC=C3)C(=O)O (3-(4-acetoxy-3-carboxyphenyl)-1-acetyl-4,5-dihydro-2-phenylbenz[e]indole). The yield is 16.0%. Reaction SMILES: [C:1]([C:4]1[CH:5]=[C:6]([N:11]2[C:19]3[CH2:18][CH2:17][C:16]4[CH:20]=[CH:21][CH:22]=[CH:23][C:15]=4[C:14]=3[CH:13]=[C:12]2[C:24]2[CH:29]=[CH:28][CH:27]=[CH:26][CH:25]=2)[CH:7]=[CH:8][C:9]=1[OH:10])([OH:3])=[O:2].[C:30](OC(=O)C)(=[O:32])[CH3:31].C1(C)C=CC(S(O)(=O)=O)=CC=1.[C:48](O)(=[O:50])[CH3:49]>>[C:30]([O:10][C:9]1[CH:8]=[CH:7][C:6]([N:11]2[C:19]3[CH2:18][CH2:17][C:16]4[CH:20]=[CH:21][CH:22]=[CH:23][C:15]=4[C:14]=3[C:13]([C:48](=[O:50])[CH3:49])=[C:12]2[C:24]2[CH:29]=[CH:28][CH:27]=[CH:26][CH:25]=2)=[CH:5][C:4]=1[C:1]([OH:3])=[O:2])(=[O:32])[CH3:31]. Reaction SMILES: [CH3:23][C:24]1([CH3:25])[C:26]([CH3:27])([CH3:28])[O:29][B:30]([c:31]2[c:32]([NH2:38])[n:33][c:34]([NH2:37])[n:35][cH:36]2)[O:39]1.[Cl:1][c:2]1[n:3][c:4]([N:17]2[CH2:18][CH2:19][O:20][CH2:21][CH2:22]2)[cH:5][c:6]([NH:8][c:9]2[cH:10][n:11][c:12]([O:15][CH3:16])[cH:13][cH:14]2)[n:7]1>>[c:2]1(-[c:31]2[c:32]([NH2:38])[n:33][c:34]([NH2:37])[n:35][cH:36]2)[n:3][c:4]([N:17]2[CH2:18][CH2:19][O:20][CH2:21][CH2:22]2)[cH:5][c:6]([NH:8][c:9]2[cH:10][n:11][c:12]([O:15][CH3:16])[cH:13][cH:14]2)[n:7]1. Starting materials: CC1(C)OB(c2cnc(N)nc2N)OC1(C)C, COc1ccc(Nc2cc(N3CCOCC3)nc(Cl)n2)cn1. The product is COc1ccc(Nc2cc(N3CCOCC3)nc(-c3cnc(N)nc3N)n2)cn1.